Dataset: the Open Reaction Database (ORD), a public repository of structured organic reaction records. Task: describe an organic reaction: reactants, conditions, products, and yield Starting materials: [C-]#N.[Na+] (sodium cyanide), [Cl-].[NH4+] (ammonium chloride), ClC1=C(C=O)C=CC(=C1)C1=NOC(C1)(C(F)(F)F)C1=CC(=CC(=C1)Cl)Cl (2-chloro-4-[5-(3,5-dichlorophenyl)-5-trifluoromethyl-4,5-dihydro-isoxazol-3-yl]benzaldehyde). The solvent is O.N (ammonia water), CO (methanol), C(C)(=O)OCC (ethyl acetate). Run at temperature 60 celsius, time 2 hour. The product is NC(C#N)C1=C(C=C(C=C1)C1=NOC(C1)(C(F)(F)F)C1=CC(=CC(=C1)Cl)Cl)Cl (amino[2-chloro-4-[5-(3,5-dichlorophenyl)-5-trifluoromethyl-4,5-dihydroisoxazol-3-yl]phenyl]acetonitrile). Yield: 103.6%. RXN SMILES: [C-:1]#[N:2].[Na+].[Cl-].[NH4+:5].[Cl:6][C:7]1[CH:14]=[C:13]([C:15]2[CH2:19][C:18]([C:24]3[CH:29]=[C:28]([Cl:30])[CH:27]=[C:26]([Cl:31])[CH:25]=3)([C:20]([F:23])([F:22])[F:21])[O:17][N:16]=2)[CH:12]=[CH:11][C:8]=1[CH:9]=O>O.N.CO.C(OCC)(=O)C>[NH2:5][CH:9]([C:8]1[CH:11]=[CH:12][C:13]([C:15]2[CH2:19][C:18]([C:24]3[CH:29]=[C:28]([Cl:30])[CH:27]=[C:26]([Cl:31])[CH:25]=3)([C:20]([F:23])([F:22])[F:21])[O:17][N:16]=2)=[CH:14][C:7]=1[Cl:6])[C:1]#[N:2] |f:0.1,2.3,5.6|. Procedure details: In a solution of 0.18 g of sodium cyanide and 0.29 g of ammonium chloride in 5 mL of 28% ammonia water, a solution of 1.0 g of 2-chloro-4-[5-(3,5-dichlorophenyl)-5-trifluoromethyl-4,5-dihydro-isoxazol-3-yl]benzaldehyde synthesized in Step 6 of Synthetic Example 6 in 30 mL of methanol was added, and stirred at 60° C. for 2 hours. After the completion of the reaction, the reaction mixture was left and cooled to room temperature, diluted with 60 mL of ethyl acetate, washed with water (30 mL×2), and... The reactants are O=C([O-])O, O=C(Cl)CCl, ClCCl, NC(CO)(c1cc(Br)ccc1F)C1CC1, [Na+]. Yields the product O=C(CCl)NC(CO)(c1cc(Br)ccc1F)C1CC1. Reaction SMILES: [C:16](=[O:17])([O-:18])[OH:19].[Cl:21][CH2:22][C:23](=[O:24])[Cl:25].[Cl:26][CH2:27][Cl:28].[NH2:1][C:2]([CH2:3][OH:4])([CH:5]1[CH2:6][CH2:7]1)[c:8]1[c:9]([F:15])[cH:10][cH:11][c:12]([Br:14])[cH:13]1.[Na+:20]>>[NH:1]([C:2]([CH2:3][OH:4])([CH:5]1[CH2:6][CH2:7]1)[c:8]1[c:9]([F:15])[cH:10][cH:11][c:12]([Br:14])[cH:13]1)[C:23]([CH2:22][Cl:21])=[O:24]. The reactants are C=C(C)C(=O)Cl, NCCCCCC(=O)O. The product is C=C(C)C(=O)NCCCCCC(=O)O. As a reaction SMILES: [C:1]([C:2](=[CH2:3])[CH3:4])(=[O:5])[Cl:6].[NH2:7][CH2:8][CH2:9][CH2:10][CH2:11][CH2:12][C:13](=[O:14])[OH:15]>>[C:1]([C:2](=[CH2:3])[CH3:4])(=[O:5])[NH:7][CH2:8][CH2:9][CH2:10][CH2:11][CH2:12][C:13](=[O:14])[OH:15].